Dataset: the Open Reaction Database (ORD), a public repository of structured organic reaction records. Task: describe an organic reaction: reactants, conditions, products, and yield The reactants are ClC1=CC=C(CC#N)C=C1 (4-chlorobenzyl cyanide), FC(C1=C(C(=O)OCC)C=CC=C1)(F)F (ethyl 2-trifluoromethylbenzoate), CC[O-].[Na+] (sodium ethylate). Run in C1(=CC=CC=C1)C (toluene). Yields the product ClC1=CC=C(C=C1)C(C#N)=C(C1=C(C=CC=C1)C(F)(F)F)O (α-(4-Chlorophenyl)-β-hydroxy-β-(2-trifluoromethylphenyl)acrylonitrile). The yield is 50.9%. RXN SMILES: [Cl:1][C:2]1[CH:10]=[CH:9][C:5]([CH2:6][C:7]#[N:8])=[CH:4][CH:3]=1.[F:11][C:12]([F:25])([F:24])[C:13]1[CH:23]=[CH:22][CH:21]=[CH:20][C:14]=1[C:15](OCC)=[O:16].CC[O-].[Na+]>C1(C)C=CC=CC=1>[Cl:1][C:2]1[CH:10]=[CH:9][C:5]([C:6](=[C:15]([OH:16])[C:14]2[CH:20]=[CH:21][CH:22]=[CH:23][C:13]=2[C:12]([F:11])([F:24])[F:25])[C:7]#[N:8])=[CH:4][CH:3]=1 |f:2.3|. Procedure details: 5.8 g of 4-chlorobenzyl cyanide, 10 g of ethyl 2-trifluoromethylbenzoate and 2.9 g of sodium ethylate were added to 100 ml of toluene and then reacted for 8 hours under reflux. The reaction mixture was returned to room temperature and extracted by an addition of 200 ml of water. The aqueous phase was adjusted to pH 6 to 7 with 6N hydrochloric acid and then extracted by an addition of 400 ml of methylene chloride. The organic layer was washed with water and a saturated sodium chloride aqueous sol... Reactants: C(C)OC(=O)C=1C(NN=C(C1)C1=CC=NC=C1)=O (3-oxo-6-pyridin-4-yl-2,3-dihydro-pyridazine-4 -carboxylic acid ethyl ester), O.NN (hydrazine hydrate). Run in C(C)O (ethanol). Yields the product O=C1NN=C(C=C1C(=O)NN)C1=CC=NC=C1 (3-Oxo-6-pyridin-4-yl-2,3-dihydro-pyridazine-4-carboxylic acid hydrazide). As a reaction SMILES: C([O:3][C:4]([C:6]1[C:7](=[O:18])[NH:8][N:9]=[C:10]([C:12]2[CH:17]=[CH:16][N:15]=[CH:14][CH:13]=2)[CH:11]=1)=O)C.O.[NH2:20][NH2:21]>C(O)C>[O:18]=[C:7]1[C:6]([C:4]([NH:20][NH2:21])=[O:3])=[CH:11][C:10]([C:12]2[CH:17]=[CH:16][N:15]=[CH:14][CH:13]=2)=[N:9][NH:8]1 |f:1.2|. Procedure details: 10 g of 3-oxo-6-pyridin-4-yl-2,3-dihydro-pyridazine-4 -carboxylic acid ethyl ester are dissolved in 150 ml of ethanol, 4.2 ml of hydrazine hydrate is added and the mixture is refluxed for 5 hours. After cooling to room temperature, the solid is collected by filtration and dried in vacuo at 40° C.